This data is from the Open Reaction Database (ORD), a public repository of structured organic reaction records. The task is: describe an organic reaction: reactants, conditions, products, and yield Starting materials: COCC(=O)Cl (methoxyacetyl chloride), C(#N)C1=CNC=C1C1=C(C(=CC=C1)Cl)Cl (3-cyano-4-(2,3-dichlorophenyl)pyrrole), N12NCCCCC2=CCCC1 (diazabicyclo[5.4.0]undec-7-ene), O=CC(Cl)(Cl)Cl (chloral), ice water. Run in C(C)N(CC)CC (triethylamine), O1CCCC1 (tetrahydrofuran), O1CCCC1 (tetrahydrofuran). Run at temperature -5 celsius, time 1 hour. Yields the product COCC(=O)OC(C(Cl)(Cl)Cl)N1C=C(C(=C1)C#N)C1=C(C(=CC=C1)Cl)Cl (N-[1-(Methoxyacetyloxy)-2,2,2-trichloroethyl]-3-(2,3-dichlorophenyl)-4-cyanopyrrole). As a reaction SMILES: [C:1]([C:3]1[C:7]([C:8]2[CH:13]=[CH:12][CH:11]=[C:10]([Cl:14])[C:9]=2[Cl:15])=[CH:6][NH:5][CH:4]=1)#[N:2].N12CCCC=C1CCCCN2.[O:27]=[CH:28][C:29]([Cl:32])([Cl:31])[Cl:30].[CH3:33][O:34][CH2:35][C:36](Cl)=[O:37]>O1CCCC1.C(N(CC)CC)C>[CH3:33][O:34][CH2:35][C:36]([O:27][CH:28]([N:5]1[CH:4]=[C:3]([C:1]#[N:2])[C:7]([C:8]2[CH:13]=[CH:12][CH:11]=[C:10]([Cl:14])[C:9]=2[Cl:15])=[CH:6]1)[C:29]([Cl:32])([Cl:31])[Cl:30])=[O:37]. Procedure details: 4.8 g of 3-cyano-4-(2,3-dichlorophenyl)pyrrole are dissolved in 50 ml of tetrahydrofuran and to the solution are added 0.2 ml of diazabicyclo[5.4.0]undec-7-ene and then 2.3 ml of chloral. The solution is cooled to -5° C., then 3.3 ml of triethylamine are added dropwise. The reaction mixture is stirred for 1 hour at -5° C. and then a solution of 2.2 ml of methoxyacetyl chloride in 10 ml of tetrahydrofuran is slowly added dropwise at -10° to -5° C. After it has been stirred for 1 hour in a thawing... Starting materials: CC(=O)O[BH-](OC(C)=O)OC(C)=O, O=C([O-])O, ClCCl, CNC(=O)c1ccc2ccn(C3CCNCC3)c2c1, COc1cc2c(cc1CC=O)N(C)C(=O)OC2, CC(=O)O, [Na+], [Na+]. Product: CNC(=O)c1ccc2ccn(C3CCN(CCc4cc5c(cc4OC)COC(=O)N5C)CC3)c2c1. As a reaction SMILES: [C:37]([O:38][BH-:39]([O:40][C:41](=[O:42])[CH3:43])[O:44][C:45](=[O:46])[CH3:47])(=[O:48])[CH3:49].[C:51](=[O:52])([OH:53])[O-:54].[CH2:56]([Cl:57])[Cl:58].[CH3:1][NH:2][C:3](=[O:4])[c:5]1[cH:6][cH:7][c:8]2[cH:9][cH:10][n:11]([CH:14]3[CH2:15][CH2:16][NH:17][CH2:18][CH2:19]3)[c:12]2[cH:13]1.[CH3:20][O:21][c:22]1[cH:23][c:24]2[c:25]([cH:32][c:33]1[CH2:34][CH:35]=[O:36])[N:26]([CH3:31])[C:27](=[O:30])[O:28][CH2:29]2.[CH3:59][C:60](=[O:61])[OH:62].[Na+:50].[Na+:55]>>[CH3:1][NH:2][C:3](=[O:4])[c:5]1[cH:6][cH:7][c:8]2[cH:9][cH:10][n:11]([CH:14]3[CH2:15][CH2:16][N:17]([CH2:35][CH2:34][c:33]4[c:22]([O:21][CH3:20])[cH:23][c:24]5[c:25]([cH:32]4)[N:26]([CH3:31])[C:27](=[O:30])[O:28][CH2:29]5)[CH2:18][CH2:19]3)[c:12]2[cH:13]1. The reactants are C(C)(=O)O (Acetic acid), NC1=C(C(=O)O)C=CC=C1N (2,3-diaminobenzoic acid). Run in Cl (hydrochloric acid). The product is CC=1NC2=C(N1)C=CC=C2C(=O)O (2-methylbenzimidazole-4-carboxylic acid). Yield: 72.0%. RXN SMILES: [C:1](O)(=O)[CH3:2].[NH2:5][C:6]1[C:14]([NH2:15])=[CH:13][CH:12]=[CH:11][C:7]=1[C:8]([OH:10])=[O:9]>Cl>[CH3:1][C:2]1[NH:5][C:6]2[C:7]([C:8]([OH:10])=[O:9])=[CH:11][CH:12]=[CH:13][C:14]=2[N:15]=1. Procedure: Acetic acid (0.23 ml) was added to a solution of 2,3-diaminobenzoic acid (200 mg, 1.32 mmol) in hydrochloric acid (4M, 3.2 ml) and the mixture was refluxed for 1 hour. Solvents were evaporated and the residual solid was redissolved in boiling methanol (5 ml) iand decolorised with activated charcoal. Removal of the solvent furnished 2-methylbenzimidazole-4-carboxylic acid as an amorphous white solid (167.5 mg, 72%); δH (d6-DMSO) 2.9 (3H, s, imidazole-2-CH3), 7.6-7.8 (1H, t, Ar-5H) 8.1 (2H, d, Ar-... The reactants are NC1C(CCC2=CC=C(C=C12)[N+](=O)[O-])O (1-amino-7-nitro-1,2,3,4-tetrahydronaphthalen-2-ol), [OH-].[Na+] (NaOH), C1(=CC=C(C=C1)C(=O)Cl)C1=CC=CC=C1 (biphenyl-4-carbonyl chloride). Run in C1(=CC=CC=C1)C (toluene), O (water). Yields the product OC1C(C2=CC(=CC=C2CC1)[N+](=O)[O-])NC(=O)C1=CC=C(C=C1)C1=CC=CC=C1 (Biphenyl-4-carboxylic acid (2-hydroxy-7-nitro-1,2,3,4-tetrahydro-naphthalen-1-yl)-amide). As a reaction SMILES: [NH2:1][CH:2]1[C:11]2[C:6](=[CH:7][CH:8]=[C:9]([N+:12]([O-:14])=[O:13])[CH:10]=2)[CH2:5][CH2:4][CH:3]1[OH:15].[OH-].[Na+].[C:18]1([C:27]2[CH:32]=[CH:31][CH:30]=[CH:29][CH:28]=2)[CH:23]=[CH:22][C:21]([C:24](Cl)=[O:25])=[CH:20][CH:19]=1>C1(C)C=CC=CC=1.O>[OH:15][CH:3]1[CH2:4][CH2:5][C:6]2[C:11](=[CH:10][C:9]([N+:12]([O-:14])=[O:13])=[CH:8][CH:7]=2)[CH:2]1[NH:1][C:24]([C:21]1[CH:22]=[CH:23][C:18]([C:27]2[CH:28]=[CH:29][CH:30]=[CH:31][CH:32]=2)=[CH:19][CH:20]=1)=[O:25] |f:1.2|. Procedure: Stir a mixture of 1-amino-7-nitro-1,2,3,4-tetrahydronaphthalen-2-ol (500 mg, 2.40 mmol) and 1N NaOH (4.8 mL, 4.8 mmol) in a mixture of 50 mL of toluene and 50 mL of water for 30 minutes. Added biphenyl-4-carbonyl chloride (570 mg, 2.64 mmol) slowly and stir for four hours at room temperature. Remove the solid by filtration, and wash with toluene. Evaporate solvent under reduced pressure. Biphenyl-4-carboxylic acid (2-hydroxy-7-nitro-1,2,3,4-tetrahydro-naphthalen-1-yl)-amide is obtained in 54% as... Reactants: C1(CC1)C=1C(=CC2=C(C(=C(O2)C2=CC=C(C=C2)OC2=CC=C(C=C2)F)C(NC)=O)C1)N(CC(CNC(O)=O)O)S(=O)(=O)C ([3-({5-cyclopropyl-2-[4-(4-fluoro-phenoxy)-phenyl]-3-methylcarbamoyl-benzofuran-6-yl}-methanesulfonyl-amino)-2-hydroxy-propyl]-carbamic acid), C=1C=C[NH+]=CC1.[O-][Cr](=O)(=O)Cl (PCC), CC(=O)[O-].[Na+] (NaOAc). Run in C(Cl)Cl (DCM). Conditions: time 8 hour. The product is C(C)(C)(C)OC(NCC(CN(S(=O)(=O)C)C1=CC2=C(C(=C(O2)C2=CC=C(C=C2)OC2=CC=C(C=C2)F)C(NC)=O)C=C1C1CC1)=O)=O ([3-({5-cyclopropyl-2-[4-(4-fluoro-phenoxy)-phenyl]-3-methylcarbamoyl-benzofuran-6-yl}-methanesulfonyl-amino)-2-oxo-propyl]-carbamic acid tert-butyl ester). Isolated yield 45.6%. Reaction SMILES: [CH:1]1([C:4]2[C:5]([N:31]([S:40]([CH3:43])(=[O:42])=[O:41])[CH2:32][CH:33]([OH:39])[CH2:34][NH:35][C:36](=[O:38])[OH:37])=[CH:6][C:7]3[O:11][C:10]([C:12]4[CH:17]=[CH:16][C:15]([O:18][C:19]5[CH:24]=[CH:23][C:22]([F:25])=[CH:21][CH:20]=5)=[CH:14][CH:13]=4)=[C:9]([C:26](=[O:29])[NH:27][CH3:28])[C:8]=3[CH:30]=2)[CH2:3][CH2:2]1.[CH:44]1[CH:45]=[CH:46][NH+]=CC=1.[O-][Cr](Cl)(=O)=O.[CH3:55]C([O-])=O.[Na+]>C(Cl)Cl>[C:45]([O:38][C:36](=[O:37])[NH:35][CH2:34][C:33](=[O:39])[CH2:32][N:31]([C:5]1[C:4]([CH:1]2[CH2:2][CH2:3]2)=[CH:30][C:8]2[C:9]([C:26](=[O:29])[NH:27][CH3:28])=[C:10]([C:12]3[CH:17]=[CH:16][C:15]([O:18][C:19]4[CH:20]=[CH:21][C:22]([F:25])=[CH:23][CH:24]=4)=[CH:14][CH:13]=3)[O:11][C:7]=2[CH:6]=1)[S:40]([CH3:43])(=[O:41])=[O:42])([CH3:44])([CH3:46])[CH3:55] |f:1.2,3.4|. Procedure details: step 2—A solution of 36 (0.178 g, 0.267 mmol), PCC (0.114 g, 0.680 mmol), NaOAc (214 mg) and DCM (8 mL) was added stirred overnight. The solvent was evaporated and the crude product purified on a SiO2 column eluting with an EtOAc/hexane gradient (0 to 50% EtOAc) to afford 0.081 g of [3-({5-cyclopropyl-2-[4-(4-fluoro-phenoxy)-phenyl]-3-methylcarbamoyl-benzofuran-6-yl}-methanesulfonyl-amino)-2-oxo-propyl]-carbamic acid tert-butyl ester (38). Reactants: ClP(Cl)(Cl)(Cl)Cl, ClCCl, [K+], O=C1c2ccccc2C(=O)N1CCCS(=O)(=O)[O-]. Product: O=C1c2ccccc2C(=O)N1CCCS(=O)(=O)Cl. Reaction SMILES: [Cl:20][P:21]([Cl:22])([Cl:23])([Cl:24])[Cl:25].[Cl:26][CH2:27][Cl:28].[K+:19].[O:1]=[C:2]1[N:3]([CH2:12][CH2:13][CH2:14][S:15](=[O:16])(=[O:17])[O-:18])[C:4](=[O:11])[c:5]2[c:6]1[cH:7][cH:8][cH:9][cH:10]2>>[O:1]=[C:2]1[N:3]([CH2:12][CH2:13][CH2:14][S:15](=[O:16])(=[O:18])[Cl:20])[C:4](=[O:11])[c:5]2[c:6]1[cH:7][cH:8][cH:9][cH:10]2. Reactants: CCOC(C)=O, C=CCON=C(C(=O)OCC)c1ccc(OCCOc2ccc3ccccc3c2)s1, CCCCCC, CO, [Na+], C1CCOC1, [OH-]. Yields the product C=CCON=C(C(=O)O)c1ccc(OCCOc2ccc3ccccc3c2)s1. RXN SMILES: [C:39]([O:40][CH2:41][CH3:42])(=[O:43])[CH3:44].[CH2:1]([CH3:2])[O:3][C:4]([C:5]([c:6]1[s:7][c:8]([O:11][CH2:12][CH2:13][O:14][c:15]2[cH:16][c:17]3[cH:18][cH:19][cH:20][cH:21][c:22]3[cH:23][cH:24]2)[cH:9][cH:10]1)=[N:25][O:26][CH2:27][CH:28]=[CH2:29])=[O:30].[CH3:33][CH2:34][CH2:35][CH2:36][CH2:37][CH3:38].[CH3:45][OH:46].[Na+:32].[O:47]1[CH2:48][CH2:49][CH2:50][CH2:51]1.[OH-:31]>>[O:3]=[C:4]([C:5]([c:6]1[s:7][c:8]([O:11][CH2:12][CH2:13][O:14][c:15]2[cH:16][c:17]3[cH:18][cH:19][cH:20][cH:21][c:22]3[cH:23][cH:24]2)[cH:9][cH:10]1)=[N:25][O:26][CH2:27][CH:28]=[CH2:29])[OH:30]. The reactants are C(C)(C)(C)OC(CNCCOC)=O (N-(2-methoxyethyl)glycine tert-butyl ester), C(C1=CC=CC=C1)O (benzyl alcohol), O.C=1(C(=CC=CC1)S(=O)(=O)O)C (toluenesulfonic acid monohydrate), O (water), O (water). Solvent: C1=CC=CC=C1 (benzene). Run at time 2 hour. Yields the product C1(=CC=C(C=C1)S(=O)(=O)O)C.C(C1=CC=CC=C1)OC(CNCCOC)=O (N-(2-methoxyethyl)glycine benzyl ester p-toluenesulfonate). Yield: 85.1%. As a reaction SMILES: [C:1]([O:5][C:6](=O)[CH2:7][NH:8][CH2:9][CH2:10][O:11][CH3:12])([CH3:4])([CH3:3])[CH3:2].[CH2:14]([OH:21])[C:15]1[CH:20]=[CH:19][CH:18]=[CH:17][CH:16]=1.O.[C:23]1(C)[C:24]([S:29]([OH:32])(=[O:31])=[O:30])=[CH:25]C=CC=1.O>C1C=CC=CC=1>[C:1]1([CH3:2])[CH:3]=[CH:25][C:24]([S:29]([OH:32])(=[O:31])=[O:30])=[CH:23][CH:4]=1.[CH2:14]([O:21][C:6](=[O:5])[CH2:7][NH:8][CH2:9][CH2:10][O:11][CH3:12])[C:15]1[CH:20]=[CH:19][CH:18]=[CH:17][CH:16]=1 |f:2.3,6.7|. Procedure details: To a solution of 55.8 g of N-(2-methoxyethyl)glycine tert-butyl ester in 200 ml of benzene was added 63.8 g of benzyl alcohol and 72.9 g of toluenesulfonic acid monohydrate. The mixture was heated at reflux for 10 hours with the continuous removal of water through a Dean-Stark water trap. At the end of this period, the solution was concentrated in vacuo, and to the residue was added 300 ml of dry ethyl ether. After 2 hours at room temperature, the formed precipitate was filtered, washed with dry...